From a dataset of the Open Reaction Database (ORD), a public repository of structured organic reaction records. describe an organic reaction: reactants, conditions, products, and yield Starting materials: ClCCl, CC(=O)O, CSC(C)(C(=O)O)c1ccc(N2Cc3ccccc3C2=O)cc1, Cl, [Cu+2], O, O=S(=O)([O-])[O-], [Zn]. Yields the product CC(C(=O)O)c1ccc(N2Cc3ccccc3C2=O)cc1. As a reaction SMILES: [CH2:37]([Cl:38])[Cl:39].[CH3:1][C:2](=[O:3])[OH:4].[CH3:5][S:6][C:7]([C:8](=[O:9])[OH:10])([CH3:11])[c:12]1[cH:13][cH:14][c:15]([N:18]2[C:19](=[O:27])[c:20]3[cH:21][cH:22][cH:23][cH:24][c:25]3[CH2:26]2)[cH:16][cH:17]1.[ClH:28].[Cu+2:35].[OH2:29].[S:30]([O-:31])([O-:32])(=[O:33])=[O:34].[Zn:36]>>[CH:7]([C:8](=[O:9])[OH:10])([CH3:11])[c:12]1[cH:13][cH:14][c:15]([N:18]2[C:19](=[O:27])[c:20]3[cH:21][cH:22][cH:23][cH:24][c:25]3[CH2:26]2)[cH:16][cH:17]1.